This data is from the Open Reaction Database (ORD), a public repository of structured organic reaction records. The task is: describe an organic reaction: reactants, conditions, products, and yield The reactants are CS(=O)C (DMSO), C([O-])([O-])=O.[Cs+].[Cs+] (Cesium carbonate), OC1=C2C=CNC(C2=CC=C1C)=O (5-hydroxy-6-methylisoquinolin-1(2H)-one), ClC1=NC=CC=C1C1=NC(=NC=C1)NC (4-(2-chloropyridin-3-yl)-N-methylpyrimidin-2-amine). Run in O (water), CC(=O)O (AcOH). Reaction conditions: temperature 130 celsius. The product is CC=1C(=C2C=CNC(C2=CC1)=O)OC1=NC=CC=C1C1=NC(=NC=C1)NC (6-methyl-5-(3-(2-(methylamino)pyrimidin-4-yl)pyridin-2-yloxy)isoquinolin-1(2H)-one). RXN SMILES: CS(C)=O.[OH:5][C:6]1[C:15]([CH3:16])=[CH:14][CH:13]=[C:12]2[C:7]=1[CH:8]=[CH:9][NH:10][C:11]2=[O:17].Cl[C:19]1[C:24]([C:25]2[CH:30]=[CH:29][N:28]=[C:27]([NH:31][CH3:32])[N:26]=2)=[CH:23][CH:22]=[CH:21][N:20]=1.C(=O)([O-])[O-].[Cs+].[Cs+]>O.CC(O)=O>[CH3:16][C:15]1[C:6]([O:5][C:19]2[C:24]([C:25]3[CH:30]=[CH:29][N:28]=[C:27]([NH:31][CH3:32])[N:26]=3)=[CH:23][CH:22]=[CH:21][N:20]=2)=[C:7]2[C:12](=[CH:13][CH:14]=1)[C:11](=[O:17])[NH:10][CH:9]=[CH:8]2 |f:3.4.5|. Procedure details: DMSO (65 mL) was added to a vial containing 5-hydroxy-6-methylisoquinolin-1(2H)-one (5.50 g, 31.4 mmol) and 4-(2-chloropyridin-3-yl)-N-methylpyrimidin-2-amine (6.93 g, 31.4 mmol). Cesium carbonate (30.7 g, 94.2 mmol) was added to the vial, and the vial was sealed and heated to 130° C. for 16 hours. The vial was allowed to cool to ambient temperature and the mixture was diluted with water (˜1 L) and neutralized with AcOH. The precipitate was filtered to afford 6-methyl-5-(3-(2-(methylamino)pyrimi... Reactants: FC1=CC=2C(C3=CC=CC=C3C2C=C1)=NN (2-Fluoro-9-fluorenone hydrazone). The reagents and catalysts are [O-2].[O-2].[Mn+4] (manganese dioxide). The solvent is O1CCCC1 (tetrahydrofuran). Run at time 18 hour. Product: FC1=CC=2C(C3=CC=CC=C3C2C=C1)=[N+]=[N-] (2-Fluoro-9-diazofluorene). Yield: 101.0%. RXN SMILES: [F:1][C:2]1[CH:14]=[CH:13][C:12]2[C:11]3[C:6](=[CH:7][CH:8]=[CH:9][CH:10]=3)[C:5](=[N:15][NH2:16])[C:4]=2[CH:3]=1>O1CCCC1.[O-2].[O-2].[Mn+4]>[F:1][C:2]1[CH:14]=[CH:13][C:12]2[C:11]3[C:6](=[CH:7][CH:8]=[CH:9][CH:10]=3)[C:5](=[N+:15]=[N-:16])[C:4]=2[CH:3]=1 |f:2.3.4|. Procedure: A mixture of (12) (6.5 g, 30.6 mmoL) and activated manganese dioxide (13 g, 150 mmoL, 5 eq) in tetrahydrofuran (300 mL) was stirred at room temperature for 18 h. The reaction was then filtered through celite and concentrated to provide 6.5 g (100%) of product (13) as a red solid which was used without further purification. A sample recrystallized from ether/hexane provided the following data: mp 89°-90 ° C.; IR (KBr) 2075, 1180 cm-1 ; 1H NMR (CDCl3, 200 MHz) 7.88-7.79 (m, 2H), 7.49-7.26 (m, 3H),... The reactants are CC(C)(C)[N+](=O)[O-], CC(=O)O, CCO, O=CC=Cc1ccccc1, [Zn]. Yields the product CC(C)(C)[N+]([O-])=CC=Cc1ccccc1. As a reaction SMILES: [CH3:11][C:12]([CH3:13])([CH3:14])[N+:15](=[O:16])[O-:17].[CH3:18][C:19](=[O:20])[OH:21].[CH3:22][CH2:23][OH:24].[O:1]=[CH:2][CH:3]=[CH:4][c:5]1[cH:6][cH:7][cH:8][cH:9][cH:10]1.[Zn:25]>>[CH:2]([CH:3]=[CH:4][c:5]1[cH:6][cH:7][cH:8][cH:9][cH:10]1)=[N+:15]([C:12]([CH3:11])([CH3:13])[CH3:14])[O-:16]. The reactants are FC1=CC=C(C=C1Br)C(F)(F)F. The reagents and catalysts are N=1C=CC=CC1N2B(NC=3C=CC=CC32)B4NC=5C=CC=CC5N4C6=NC=CC=C6, O1B(OC(C)(C)C1(C)C)B2OC(C)(C)C(O2)(C)C, C[OH2+].C[OH2+].C1CC=CCCC=C1.C1CC=CCCC=C1.[Ir].[Ir]. Run in O(C)C1CCCC1. Conditions: temperature 100 celsius, time 16 hour. Product: FC1=C(Br)C=C(C=C1B2OC(C)(C)C(O2)(C)C)C(F)(F)F. The yield is 100.0%. Procedure: The general procedure A was followed using 2-bromo-1-fluoro-4-(trifluoromethyl)benzene (71.5 uL, 0.5 mmol) and B2pin2 (126.9 mg, 0.5 mmol, 1.0 eq.) as starting material. The resulting mixture was allowed to stir 16 hours at 100 oC. 5l was obtained as white solid (185.2 mg, 100%) after purification by silica gel flash chromatography (EtOAc/PE= 1:20 v/v). m.p.: 70-72 oC. The reactants are C1(CCCCC1)N=C=NC1CCCCC1 (dicyclohexylcarbodiimide), C1(=CC=CC2=CC3=CC=CC=C3C=C12)CO (anthracenemethanol), base, C(C=C)(=O)O (acrylic acid), C1(CCCCC1)N=C=NC1CCCCC1 (DCC). Reagents/catalysts: CN(C)C=1C=CN=CC1 (DMAP), CN(C)C1=NC=CC=C1 (dimethylaminopyridine). Run in O1CCCC1 (tetrahydrofuran). Run at time 24 hour. Product: C(=O)(NC1CCCCC1)NC1CCCCC1 (DHU). Reaction SMILES: [CH:1]1([N:7]=[C:8]=[N:9][CH:10]2[CH2:15][CH2:14][CH2:13][CH2:12][CH2:11]2)[CH2:6][CH2:5][CH2:4][CH2:3][CH2:2]1.C(O)(=[O:19])C=C.C1(CO)C2C(=CC3C(C=2)=CC=CC=3)C=CC=1>CN(C1C=CC=CN=1)C.CN(C1C=CN=CC=1)C.O1CCCC1>[C:8]([NH:7][CH:1]1[CH2:2][CH2:3][CH2:4][CH2:5][CH2:6]1)([NH:9][CH:10]1[CH2:15][CH2:14][CH2:13][CH2:12][CH2:11]1)=[O:19]. Procedure: The adhesive was converted to a switchable adhesive. The method used for esterification of the carboxylic acid groups pendant to the prepolymer chain employed a dehydrating agent, dicyclohexylcarbodiimide (DCC). This was used in conjunction with a dimethylaminopyridine catalyst with the reaction proceeding at room temperature. The following general procedure was initially used for the esterification reaction. For Example 9a), 6.09 g of base PSA (containing 0.0068 moles acrylic acid) was placed i... Starting materials: Oc1cc(F)ccc1F, CC(CO)N1C(=O)c2ccccc2C1=O, c1ccc(P(c2ccccc2)c2ccccc2)cc1. Product: CC(COc1cc(F)ccc1F)N1C(=O)c2ccccc2C1=O. As a reaction SMILES: [F:35][c:36]1[c:37]([OH:43])[cH:38][c:39]([F:42])[cH:40][cH:41]1.[OH:1][CH2:2][CH:3]([CH3:4])[N:5]1[C:6](=[O:15])[c:7]2[cH:8][cH:9][cH:10][cH:11][c:12]2[C:13]1=[O:14].[c:16]1([P:17]([c:18]2[cH:19][cH:20][cH:21][cH:22][cH:23]2)[c:24]2[cH:25][cH:26][cH:27][cH:28][cH:29]2)[cH:30][cH:31][cH:32][cH:33][cH:34]1>>[O:1]([CH2:2][CH:3]([CH3:4])[N:5]1[C:6](=[O:15])[c:7]2[cH:8][cH:9][cH:10][cH:11][c:12]2[C:13]1=[O:14])[c:37]1[c:36]([F:35])[cH:41][cH:40][c:39]([F:42])[cH:38]1. Reactants: CC(C)NC(=O)Cn1c(-c2ccc(F)c(Cl)c2)nc2ccc(N3CCCN(C(C)C)CC3)cc2c1=O, ClCCl, O=C(OO)c1cccc(Cl)c1. Product: CC(C)NC(=O)Cn1c(-c2ccc(F)c(Cl)c2)nc2ccc(N3CCC[N+]([O-])(C(C)C)CC3)cc2c1=O. Reaction SMILES: [Cl:12][c:13]1[cH:14][c:15](-[c:20]2[n:21][c:22]3[cH:23][cH:24][c:25]([N:38]4[CH2:39][CH2:40][N:41]([CH:45]([CH3:46])[CH3:47])[CH2:42][CH2:43][CH2:44]4)[cH:26][c:27]3[c:28](=[O:37])[n:29]2[CH2:30][C:31](=[O:32])[NH:33][CH:34]([CH3:35])[CH3:36])[cH:16][cH:17][c:18]1[F:19].[Cl:48][CH2:49][Cl:50].[OH:1][O:2][C:3]([c:4]1[cH:5][c:6]([Cl:7])[cH:8][cH:9][cH:10]1)=[O:11]>>[O-:1][N+:41]1([CH:45]([CH3:46])[CH3:47])[CH2:40][CH2:39][N:38]([c:25]2[cH:24][cH:23][c:22]3[n:21][c:20](-[c:15]4[cH:14][c:13]([Cl:12])[c:18]([F:19])[cH:17][cH:16]4)[n:29]([CH2:30][C:31](=[O:32])[NH:33][CH:34]([CH3:35])[CH3:36])[c:28](=[O:37])[c:27]3[cH:26]2)[CH2:44][CH2:43][CH2:42]1.